Dataset: the Open Reaction Database (ORD), a public repository of structured organic reaction records. Task: describe an organic reaction: reactants, conditions, products, and yield Starting materials: CCOC(=O)CC(=O)c1ccccc1, CC(=O)OC(C)=O, CCOC([O-])[O-], O. Product: CCOC=C(C(=O)OCC)C(=O)c1ccccc1. As a reaction SMILES: [C:1]([c:2]1[cH:3][cH:4][cH:5][cH:6][cH:7]1)(=[O:8])[CH2:9][C:10](=[O:11])[O:12][CH2:13][CH3:14].[CH3:21][C:22]([O:23][C:24](=[O:25])[CH3:26])=[O:27].[CH:15]([O:16][CH2:17][CH3:18])([O-:19])[O-:20].[OH2:28]>>[C:1]([c:2]1[cH:3][cH:4][cH:5][cH:6][cH:7]1)(=[O:8])[C:9]([C:10](=[O:11])[O:12][CH2:13][CH3:14])=[CH:15][O:16][CH2:17][CH3:18]. The reactants are ClCCl (dichloromethane), C(C)OC(=O)C1=NN(C(=C1)O)C1=C(C=CC=C1)Cl (1-(2-chloro-phenyl)-5-hydroxy-1H-pyrazole-3-carboxylic acid ethyl ester), P(=O)(Br)(Br)Br (phosphorus oxybromide), CN(C=O)C (dimethylformamide), P(=O)(Br)(Br)Br (phosphorus oxybromide), ice, plug. The solvent is ClCCCl (1,2-dichloroethane), hexanes. Conditions: time 20 hour. The product is C(C)OC(=O)C1=NN(C(=C1C=O)Br)C1=C(C=CC=C1)Cl (5-Bromo-1-(2-chloro-phenyl)-4-formyl-1H-pyrazole-3-carboxylic acid ethyl ester). RXN SMILES: [CH2:1]([O:3][C:4]([C:6]1[CH:10]=[C:9](O)[N:8]([C:12]2[CH:17]=[CH:16][CH:15]=[CH:14][C:13]=2[Cl:18])[N:7]=1)=[O:5])[CH3:2].P(Br)(Br)([Br:21])=O.CN(C)[CH:26]=[O:27].ClCCl>ClCCCl>[CH2:1]([O:3][C:4]([C:6]1[C:10]([CH:26]=[O:27])=[C:9]([Br:21])[N:8]([C:12]2[CH:17]=[CH:16][CH:15]=[CH:14][C:13]=2[Cl:18])[N:7]=1)=[O:5])[CH3:2]. Procedure: To a stirred solution of 1-(2-chloro-phenyl)-5-hydroxy-1H-pyrazole-3-carboxylic acid ethyl ester I-1a (18.2 g) and phosphorus oxybromide (39 g) in 1,2-dichloroethane (200 ml) was added dimethylformamide (10.5 ml) over a 15-min period. The resulting mixture was heated at reflux for 3 hours, cooled, then an additional portion of phosphorus oxybromide (98 g) was added and refluxing was continued for 20 hours. The black reaction mixture was cooled, poured over ice (150 g) and stirred for 30 minutes.... The reactants are O=C([O-])[O-], C=CCn1c(NN)nc2ccccc2c1=O, ClC(Cl)Cl, O=C(Cl)CCCl, [K+], [K+], O. The product is C=CCn1c(NNC(=O)CCCl)nc2ccccc2c1=O. Reaction SMILES: [C:17](=[O:18])([O-:19])[O-:20].[CH2:1]([CH:2]=[CH2:3])[n:4]1[c:5]([NH:15][NH2:16])[n:6][c:7]2[cH:8][cH:9][cH:10][cH:11][c:12]2[c:13]1=[O:14].[CH:30]([Cl:31])([Cl:32])[Cl:33].[Cl:23][CH2:24][CH2:25][C:26](=[O:27])[Cl:28].[K+:21].[K+:22].[OH2:29]>>[CH2:1]([CH:2]=[CH2:3])[n:4]1[c:5]([NH:15][NH:16][C:26]([CH2:25][CH2:24][Cl:23])=[O:27])[n:6][c:7]2[cH:8][cH:9][cH:10][cH:11][c:12]2[c:13]1=[O:14]. The product is CCOC(=O)COc1ccc(SCC=C(c2ccc(-c3cccnc3)cc2)c2ccc(-c3cccnc3)cc2)cc1C(F)(F)F. As a reaction SMILES: [CH2:66]([CH3:67])[O:68][C:69]([CH2:70][O:71][c:72]1[c:73]([C:79]([F:80])([F:81])[F:82])[cH:74][c:75]([SH:78])[cH:76][cH:77]1)=[O:83].[CH2:84]1[O:85][CH2:86][CH2:87][CH2:88]1.[N:20]([C:21]([N:22]1[CH2:23][CH2:24][CH2:25][CH2:26][CH2:27]1)=[O:28])=[N:29][C:30]([N:31]1[CH2:32][CH2:33][CH2:34][CH2:35][CH2:36]1)=[O:37].[c:1]1([P:2]([c:3]2[cH:4][cH:5][cH:6][cH:7][cH:8]2)[c:9]2[cH:10][cH:11][cH:12][cH:13][cH:14]2)[cH:15][cH:16][cH:17][cH:18][cH:19]1.[n:38]1[cH:39][c:40](-[c:44]2[cH:45][cH:46][c:47]([C:50](=[CH:51][CH2:52][OH:53])[c:54]3[cH:55][cH:56][c:57](-[c:60]4[cH:61][n:62][cH:63][cH:64][cH:65]4)[cH:58][cH:59]3)[cH:48][cH:49]2)[cH:41][cH:42][cH:43]1>>[n:38]1[cH:39][c:40](-[c:44]2[cH:45][cH:46][c:47]([C:50](=[CH:51][CH2:52][S:78][c:75]3[cH:74][c:73]([C:79]([F:80])([F:81])[F:82])[c:72]([O:71][CH2:70][C:69]([O:68][CH2:66][CH3:67])=[O:83])[cH:77][cH:76]3)[c:54]3[cH:55][cH:56][c:57](-[c:60]4[cH:61][n:62][cH:63][cH:64][cH:65]4)[cH:58][cH:59]3)[cH:48][cH:49]2)[cH:41][cH:42][cH:43]1. Starting materials: CCOC(=O)COc1ccc(S)cc1C(F)(F)F, C1CCOC1, O=C(N=NC(=O)N1CCCCC1)N1CCCCC1, c1ccc(P(c2ccccc2)c2ccccc2)cc1, OCC=C(c1ccc(-c2cccnc2)cc1)c1ccc(-c2cccnc2)cc1. Starting materials: FC(C(=O)N1CC(CCC1)C1=C2C=CNC2=CC=C1)(F)F (4-(1-trifluoroacetylpiperidin-3-yl)-1H-indole), O1CCOCC1 (dioxane), ClN1C(CCC1=O)=O (N-chlorosuccinimide). The solvent is O (water). Conditions: temperature 20 celsius, time 20 hour. Product: ClC1=CNC2=CC=CC(=C12)C1CN(CCC1)C(C(F)(F)F)=O (3-chloro-4-(1-trifluoroacetyl-piperidin-3-yl)-1H-indole). The yield is 98.5%. RXN SMILES: [F:1][C:2]([F:21])([F:20])[C:3]([N:5]1[CH2:10][CH2:9][CH2:8][CH:7]([C:11]2[CH:19]=[CH:18][CH:17]=[C:16]3[C:12]=2[CH:13]=[CH:14][NH:15]3)[CH2:6]1)=[O:4].O1CCOCC1.[Cl:28]N1C(=O)CCC1=O>O>[Cl:28][C:13]1[C:12]2[C:16](=[CH:17][CH:18]=[CH:19][C:11]=2[CH:7]2[CH2:8][CH2:9][CH2:10][N:5]([C:3](=[O:4])[C:2]([F:1])([F:20])[F:21])[CH2:6]2)[NH:15][CH:14]=1. Procedure details: A mixture of 10 g of the product of Step A, 300 ml of dioxane and 5 g of N-chlorosuccinimide was stirred at 20° C. for 20 hours and was then diluted with water. The mixture was extracted with ethyl acetate and the organic phase was washed with water and aqueous sodium chloride solution, was dried and evaporated to dryness. The residue was chromatographed over silica gel and was eluted with a 6-3-1 cyclohexane-chloroform-triethylamine mixture to obtain 11 g of 3-chloro-4-(1-trifluoroacetyl-piperi... Starting materials: CC(C)(C)[Si](C)(C)Cl, COC(=O)C1C(O)CCN1C(=O)Nc1ccc(C#N)c(Cl)c1C, CO, CN(C)C=O, c1c[nH]cn1. The product is COC(=O)C1C(O[Si](C)(C)C(C)(C)C)CCN1C(=O)Nc1ccc(C#N)c(Cl)c1C. As a reaction SMILES: [C:29]([CH3:30])([CH3:31])([CH3:32])[Si:33]([CH3:34])([CH3:35])[Cl:36].[CH3:1][O:2][C:3](=[O:4])[CH:5]1[N:6]([C:11](=[O:12])[NH:13][c:14]2[c:15]([CH3:23])[c:16]([Cl:22])[c:17]([C:20]#[N:21])[cH:18][cH:19]2)[CH2:7][CH2:8][CH:9]1[OH:10].[CH3:37][OH:38].[O:39]=[CH:40][N:41]([CH3:42])[CH3:43].[nH:24]1[cH:25][cH:26][n:27][cH:28]1>>[CH3:1][O:2][C:3](=[O:4])[CH:5]1[N:6]([C:11](=[O:12])[NH:13][c:14]2[c:15]([CH3:23])[c:16]([Cl:22])[c:17]([C:20]#[N:21])[cH:18][cH:19]2)[CH2:7][CH2:8][CH:9]1[O:10][Si:33]([C:29]([CH3:30])([CH3:31])[CH3:32])([CH3:34])[CH3:35]. The reactants are CNC(=O)OC1C2=CC=CC=C2OC=2C=CC=CC12 (9-(N-Methylcarbamoyloxy)xanthene), C(C#C)O (propargyl alcohol). The product is C1=CC=CC=2OC3=CC=CC=C3C(C12)OCC#C (propargyl 9-xanthenyl ether). Reaction SMILES: CN[C:3]([O:5][CH:6]1[C:19]2[CH:18]=[CH:17][CH:16]=[CH:15][C:14]=2[O:13][C:12]2[C:7]1=[CH:8][CH:9]=[CH:10][CH:11]=2)=O.[CH2:20](O)[C:21]#C>>[CH:18]1[C:19]2[CH:6]([O:5][CH2:3][C:20]#[CH:21])[C:7]3[C:12](=[CH:11][CH:10]=[CH:9][CH:8]=3)[O:13][C:14]=2[CH:15]=[CH:16][CH:17]=1. Reported procedure: 9-(N-Methylcarbamoyloxy)xanthene (3.0 g., 11.8 mmoles.) was stirred with 18 ml. of propargyl alcohol for 1.5 hours at room temperature, and the mixture was then filtered. The filtrate was evaporated in vacuo, and the residue was dissolved in ice-cold ether and washed twice with 20 ml. of ice-cold 10% aqueous acetic acid, 15 ml. of ice-cold water, and 10 ml. of ice-cold 5% aqueous sodium bicarbonate solution. After drying over potassium carbonate, the solvent was removed in vacuo. The resulting s... Yields the product CC1OC(S)(CCC(=O)NCC(O)CN)C(O)C(O)C1O, Cl. Starting materials: CC1OC(S)(CCC(=O)O)C(O)C(O)C1O, CCN=C=NCCCN(C)C, Cl, NCC(O)CN, O. As a reaction SMILES: [C:1](=[O:2])([OH:3])[CH2:4][CH2:5][C:6]1([SH:7])[CH:8]([OH:9])[CH:10]([OH:11])[CH:12]([OH:13])[CH:14]([CH3:16])[O:15]1.[CH2:24]([N:25]=[C:26]=[N:27][CH2:28][CH2:29][CH2:30][N:31]([CH3:32])[CH3:33])[CH3:34].[ClH:23].[NH2:17][CH2:18][CH:19]([CH2:20][NH2:21])[OH:22].[OH2:35]>>[C:1](=[O:3])([CH2:4][CH2:5][C:6]1([SH:7])[CH:8]([OH:9])[CH:10]([OH:11])[CH:12]([OH:13])[CH:14]([CH3:16])[O:15]1)[NH:21][CH2:20][CH:19]([CH2:18][NH2:17])[OH:22].[ClH:23].